From a dataset of the Open Reaction Database (ORD), a public repository of structured organic reaction records. describe an organic reaction: reactants, conditions, products, and yield The reactants are CC(C)(C)OC(=O)N1CCN(c2cc(-c3ccc(F)c(Cl)c3)nc(Cl)n2)CC1, CCCN1CCNCC1, CCN(C(C)C)C(C)C. The product is CCCN1CCN(c2nc(-c3ccc(F)c(Cl)c3)cc(N3CCN(C(=O)OC(C)(C)C)CC3)n2)CC1. Reaction SMILES: [C:1]([CH3:2])([CH3:3])([CH3:4])[O:5][C:6](=[O:7])[N:8]1[CH2:9][CH2:10][N:11]([c:14]2[n:15][c:16]([Cl:28])[n:17][c:18](-[c:20]3[cH:21][c:22]([Cl:27])[c:23]([F:26])[cH:24][cH:25]3)[cH:19]2)[CH2:12][CH2:13]1.[CH2:29]([CH2:30][CH3:31])[N:32]1[CH2:33][CH2:34][NH:35][CH2:36][CH2:37]1.[CH:38]([N:39]([CH2:40][CH3:41])[CH:42]([CH3:43])[CH3:44])([CH3:45])[CH3:46]>>[C:1]([CH3:2])([CH3:3])([CH3:4])[O:5][C:6](=[O:7])[N:8]1[CH2:9][CH2:10][N:11]([c:14]2[n:15][c:16]([N:35]3[CH2:34][CH2:33][N:32]([CH2:29][CH2:30][CH3:31])[CH2:37][CH2:36]3)[n:17][c:18](-[c:20]3[cH:21][c:22]([Cl:27])[c:23]([F:26])[cH:24][cH:25]3)[cH:19]2)[CH2:12][CH2:13]1. Starting materials: CC(C)(C)OC(=O)N1CCC(=CCCCc2ccccc2)CC1, CO. Yields the product CC(C)(C)OC(=O)N1CCC(CCCCc2ccccc2)CC1. As a reaction SMILES: [C:1]([CH3:2])([CH3:3])([CH3:4])[O:5][C:6](=[O:7])[N:8]1[CH2:9][CH2:10][C:11](=[CH:14][CH2:15][CH2:16][CH2:17][c:18]2[cH:19][cH:20][cH:21][cH:22][cH:23]2)[CH2:12][CH2:13]1.[CH3:24][OH:25]>>[C:1]([CH3:2])([CH3:3])([CH3:4])[O:5][C:6](=[O:7])[N:8]1[CH2:9][CH2:10][CH:11]([CH2:14][CH2:15][CH2:16][CH2:17][c:18]2[cH:19][cH:20][cH:21][cH:22][cH:23]2)[CH2:12][CH2:13]1.